This data is from the Open Reaction Database (ORD), a public repository of structured organic reaction records. The task is: describe an organic reaction: reactants, conditions, products, and yield Starting materials: C=CC=C (Butadiene), C(C)(=O)O (acetic acid), N#N (N2), O=O (oxygen). Yields the product C(C)(=O)OC(=CCC)OC(C)=O (diacetoxybutene). RXN SMILES: [CH2:1]=[CH:2][CH:3]=[CH2:4].N#N.O=O.[C:9]([OH:12])(=[O:11])[CH3:10]>>[C:9]([O:12][C:1]([O:12][C:9](=[O:11])[CH3:10])=[CH:2][CH2:3][CH3:4])(=[O:11])[CH3:10]. Procedure: Butadiene, acetic acid, air and N2 were passed at rates of 100 l./hr, 200 l./hr, 150 l./hr and 550 l./hr, respectively, by using the same catalyst as in Example 1. That is, the reaction was performed under the same conditions as in Example 1, except that air is oxygen source was used. As a result, diacetoxybutene was obtained at a space time yield of 0.73 mol/l.cat·hr and CO2 at a space time yield of 0.049 mol/l.cat·hr. Solvent: FC(C(=O)O)(F)F (trifluoroacetic acid). Reagents/catalysts: [Pd] (Pd/C). Procedure: A mixture of 2-methyl-6-[1-(1-trityl-1H-imidazol-4-yl)-vinyl]-pyridine (Intermediate D4) (460 mg, 1.1 mmol) in trifluoroacetic acid (TFA) (25 mL) was reduced by the action of 10% Pd/C (100 mg) under H2 at 35 psi for 20 h at rt. The mixture was filtered through Celite and freed of solvent under reduced pressure. The residue was purified by chromatography on silica gel with 5% NH3-MeOH:CH2Cl2 to give 2-[1-(1H-imidazol-4-yl)-ethyl]-6-methyl-pyridine (Intermediate D5) as a solid, 150 mg (93%). The product is N1C=NC(=C1)C(C)C1=NC(=CC=C1)C (2-[1-(1H-imidazol-4-yl)-ethyl]-6-methyl-pyridine). Reactants: CC1=NC(=CC=C1)C(=C)C=1N=CN(C1)C(C1=CC=CC=C1)(C1=CC=CC=C1)C1=CC=CC=C1 (2-methyl-6-[1-(1-trityl-1H-imidazol-4-yl)-vinyl]-pyridine), CC1=NC(=CC=C1)C(=C)C=1N=CN(C1)C(C1=CC=CC=C1)(C1=CC=CC=C1)C1=CC=CC=C1 (2-methyl-6-[1-(1-trityl-1H-imidazol-4-yl)-vinyl]-pyridine). As a reaction SMILES: [CH3:1][C:2]1[CH:7]=[CH:6][CH:5]=[C:4]([C:8]([C:10]2[N:11]=[CH:12][N:13](C(C3C=CC=CC=3)(C3C=CC=CC=3)C3C=CC=CC=3)[CH:14]=2)=[CH2:9])[N:3]=1>FC(F)(F)C(O)=O.[Pd]>[NH:13]1[CH:14]=[C:10]([CH:8]([C:4]2[CH:5]=[CH:6][CH:7]=[C:2]([CH3:1])[N:3]=2)[CH3:9])[N:11]=[CH:12]1. Reactants: FC=1C=C(CBr)C=CC1 (3-fluorobenzyl bromide), solution, C(C)SC1=C(C(=O)N)C(=CC(=C1)N1CCOCC1)C (2-ethylsulfanyl-6-methyl-4-morpholin-4-yl-benzamide), [OH-].[Na+] (sodium hydroxide). The reagents and catalysts are S(=O)(=O)(O)[O-].C(CCC)[N+](CCCC)(CCCC)CCCC (tetrabutylammonium hydrogensulfate). The solvent is C1=CC=CC=C1 (benzene), O (water), C1=CC=CC=C1.O1CCCC1 (benzene tetrahydrofuran). Reaction conditions: temperature 80 celsius, time 15 minute. The product is C(C)SC1=C(C(=O)NCC2=CC(=CC=C2)F)C(=CC(=C1)N1CCOCC1)C (2-ethylsulfanyl-N-[(3-fluorophenyl)-methyl]-6-methyl-4-morpholin-4-yl-benzamide). Isolated yield 16.0%. As a reaction SMILES: [CH2:1]([S:3][C:4]1[CH:12]=[C:11]([N:13]2[CH2:18][CH2:17][O:16][CH2:15][CH2:14]2)[CH:10]=[C:9]([CH3:19])[C:5]=1[C:6]([NH2:8])=[O:7])[CH3:2].[OH-].[Na+].[F:22][C:23]1[CH:24]=[C:25]([CH:28]=[CH:29][CH:30]=1)[CH2:26]Br>C1C=CC=CC=1.O1CCCC1.S([O-])(O)(=O)=O.C([N+](CCCC)(CCCC)CCCC)CCC.C1C=CC=CC=1.O>[CH2:1]([S:3][C:4]1[CH:12]=[C:11]([N:13]2[CH2:14][CH2:15][O:16][CH2:17][CH2:18]2)[CH:10]=[C:9]([CH3:19])[C:5]=1[C:6]([NH:8][CH2:26][C:25]1[CH:28]=[CH:29][CH:30]=[C:23]([F:22])[CH:24]=1)=[O:7])[CH3:2] |f:1.2,4.5,6.7|. Reported procedure: To a solution of 2-ethylsulfanyl-6-methyl-4-morpholin-4-yl-benzamide (0.26 g, 0.92 mmol) in benzene-tetrahydrofuran (1:1) (20 ml) are added tetrabutylammonium hydrogensulfate (0.031 g, 0.091 mmol) and 50% sodium hydroxide solution (8 ml) at RT. The reaction mixture is heated to 80° C. and 3-fluorobenzyl bromide (0.14 ml of a 2M solution in benzene, 0.28 mmol) is added. The reaction mixture is stirred at 80° C. for 15 min. After completion of the reaction (monitored by TLC), the reaction mixture ... Starting materials: CC(=O)O, O=NN1CCC2(CC1)OC(c1ccccc1)c1ccccc12, O, [Zn]. Yields the product NN1CCC2(CC1)OC(c1ccccc1)c1ccccc12. As a reaction SMILES: [CH3:23][C:24](=[O:25])[OH:26].[N:1](=[O:2])[N:3]1[CH2:4][CH2:5][C:6]2([O:7][CH:8]([c:15]3[cH:16][cH:17][cH:18][cH:19][cH:20]3)[c:9]3[cH:10][cH:11][cH:12][cH:13][c:14]32)[CH2:21][CH2:22]1.[OH2:27].[Zn:28]>>[NH2:1][N:3]1[CH2:4][CH2:5][C:6]2([O:7][CH:8]([c:15]3[cH:16][cH:17][cH:18][cH:19][cH:20]3)[c:9]3[cH:10][cH:11][cH:12][cH:13][c:14]32)[CH2:21][CH2:22]1.